The task is: describe an organic reaction: reactants, conditions, products, and yield. This data is from the Open Reaction Database (ORD), a public repository of structured organic reaction records. Reactants: FC1=C(C=C(C=C1)[N+](=O)[O-])C=1C(=NC=CC1)C#N (3-(2-fluoro-5-nitrophenyl)pyridine-2-carbonitrile), [Sn](Cl)Cl (tin(II) chloride). Product: NC=1C=CC(=C(C1)C=1C(=NC=CC1)C#N)F (3-(5-amino-2-fluorophenyl)pyridine-2-carbonitrile). Reaction SMILES: [F:1][C:2]1[CH:7]=[CH:6][C:5]([N+:8]([O-])=O)=[CH:4][C:3]=1[C:11]1[C:12]([C:17]#[N:18])=[N:13][CH:14]=[CH:15][CH:16]=1.[Sn](Cl)Cl>>[NH2:8][C:5]1[CH:6]=[CH:7][C:2]([F:1])=[C:3]([C:11]2[C:12]([C:17]#[N:18])=[N:13][CH:14]=[CH:15][CH:16]=2)[CH:4]=1. Procedure details: By the method of Example 1, 3-(2-fluoro-5-nitrophenyl)pyridine-2-carbonitrile was reduced with tin(II) chloride to afford 3-(5-amino-2-fluorophenyl)pyridine-2-carbonitrile, which in turn was converted to 3-(5-bromo-2-fluorophenyl)pyridine-2-carbonitrile. Crystallisation from toluene/isohexane furnished off-white needles: δH (400 MHz, CDCl3) 8.77 (1H, dd, J 5 and 2 ), 7.83 (1H, t, J 1.5), 7.59 (3H, m), 7.16 (1H, t, J 9); m/z (ES+) 277, 279. Solvent: C(Cl)Cl (methylene chloride). The reagents and catalysts are CN(C1=CC=NC=C1)C (4-dimethylaminopyridine). Run at time 30 minute. Product: FC1=CC=C(C=C1)C=1C(=NNC1C1=CC=NC=C1)NC(=O)NC (N-[4-(4-fluorophenyl)-5-(4-pyridinyl)-1H-pyrazol-3-yl]-N′-methylurea). RXN SMILES: [F:1][C:2]1[CH:7]=[CH:6][C:5]([C:8]2[C:9]([NH2:19])=[N:10][NH:11][C:12]=2[C:13]2[CH:18]=[CH:17][N:16]=[CH:15][CH:14]=2)=[CH:4][CH:3]=1.[CH3:20][N:21]=[C:22]=[O:23]>CN(C)C1C=CN=CC=1.C(Cl)Cl>[F:1][C:2]1[CH:3]=[CH:4][C:5]([C:8]2[C:9]([NH:19][C:22]([NH:21][CH3:20])=[O:23])=[N:10][NH:11][C:12]=2[C:13]2[CH:18]=[CH:17][N:16]=[CH:15][CH:14]=2)=[CH:6][CH:7]=1. Procedure: A solution of 4-(4-fluorophenyl)-5-(4-pyridinyl)-1H-pyrazol-3-amine prepared as set forth in Example 2 (100 mg, 0.38 mmol), methyl isocyanate (22 mg, 0.39 mmol) and 4-dimethylaminopyridine (2.5 mg) in methylene chloride (10 ml) was stirred at room temperature for 30 minutes. The reaction was stripped in vacuo. The residue was triturated with hexane and the solid filtered to give pure N-[4-(4-fluorophenyl)-5-(4-pyridinyl)-1H-pyrazol-3-yl]-N′-methylurea, m. p. 212-213° C. The reactants are FC1=CC=C(C=C1)C=1C(=NNC1C1=CC=NC=C1)N (4-(4-fluorophenyl)-5-(4-pyridinyl)-1H-pyrazol-3-amine), Example 2, CN=C=O (methyl isocyanate). Starting materials: CC=1NC(=C(C(C1C(=O)O)C1=C(C(=CC=C1)Cl)Cl)CC(=O)O)C (1,4-dihydro-2,6-dimethyl-4-(2',3'-dichorophenyl)-5-carboxymethyl-3-pyridinecarboxylic acid), [H-].[Na+] (sodium hydride), C(CC)(=O)OCCl (chloromethyl propionate). Run in CN(C)C=O (DMF). Reaction conditions: temperature 80 celsius. The product is ClC1=C(C=CC=C1Cl)C1C(=C(NC(=C1C(=O)OC)C)C)C(=O)OCOC(CC)=O (Propionoxymethyl methyl 4-(2',3'-dichlorophenyl)-2,6-dimethyl-1 ,4-dihydropyridine-3,5-dicarboxylate). The yield is 71.4%. Reaction SMILES: [CH3:1][C:2]1[NH:3][C:4]([CH3:23])=[C:5](CC(O)=O)[CH:6]([C:11]2[CH:16]=[CH:15][CH:14]=[C:13]([Cl:17])[C:12]=2[Cl:18])[C:7]=1[C:8]([OH:10])=[O:9].[H-].[Na+].[C:26]([O:30][CH2:31]Cl)(=[O:29])[CH2:27][CH3:28]>CN(C=O)C>[Cl:18][C:12]1[C:13]([Cl:17])=[CH:14][CH:15]=[CH:16][C:11]=1[CH:6]1[C:5]([C:26]([O:30][CH3:31])=[O:29])=[C:4]([CH3:23])[NH:3][C:2]([CH3:1])=[C:7]1[C:8]([O:10][CH2:31][O:30][C:26](=[O:29])[CH2:27][CH3:28])=[O:9] |f:1.2|. Reported procedure: To a stirred mixture of 1,4-dihydro-2,6-dimethyl-4-(2',3'-dichorophenyl)-5-carboxymethyl-3-pyridinecarboxylic acid (5 g,14 mmol) and sodium hydride (0.6 g, 14 mmol) in DMF (25 ml) under nitrogen atmosphere was added chloromethyl propionate (1.71 g, 14 mmol). The reaction mixture was heated at 80° C. for 16 h. Workup by evaporation of solvent and addition of water. Extraction with dichloromethane, the extract was dried over sodium sulfate and concentrated. The resulting yellow crystals was subjec... Starting materials: ClC1=C(C=CC(=C1)OC(F)(F)F)NCC(=O)O ((2-chloro-4-trifluoromethoxy-phenyl-amino)-acetic acid), ClC=1C=C(C=CC1OCCN(CC)CC)N (3-chloro-4-(2-diethylamino-ethoxy)-phenylamine). Product: ClC=1C=C(C=CC1OCCN(CC)CC)NC(CNC1=C(C=C(C=C1)OC(F)(F)F)Cl)=O (N-[3-chloro-4-(2-diethylamino-ethoxy)-phenyl]-2-(2-chloro-4-trifluoromethoxy-phenylamino)-acetamide). RXN SMILES: [Cl:1][C:2]1[CH:7]=[C:6]([O:8][C:9]([F:12])([F:11])[F:10])[CH:5]=[CH:4][C:3]=1[NH:13][CH2:14][C:15]([OH:17])=O.[Cl:18][C:19]1[CH:20]=[C:21]([NH2:33])[CH:22]=[CH:23][C:24]=1[O:25][CH2:26][CH2:27][N:28]([CH2:31][CH3:32])[CH2:29][CH3:30]>>[Cl:18][C:19]1[CH:20]=[C:21]([NH:33][C:15](=[O:17])[CH2:14][NH:13][C:3]2[CH:4]=[CH:5][C:6]([O:8][C:9]([F:10])([F:11])[F:12])=[CH:7][C:2]=2[Cl:1])[CH:22]=[CH:23][C:24]=1[O:25][CH2:26][CH2:27][N:28]([CH2:31][CH3:32])[CH2:29][CH3:30]. Procedure: The product was prepared according to general working method I from (2-chloro-4-trifluoromethoxy-phenyl-amino)-acetic acid (Example 165b) and 3-chloro-4-(2-diethylamino-ethoxy)-phenylamine (Z1b). Starting materials: ClCCl, CSc1nc(N)nc(Cl)c1C#N, CN(C)C=O, O=S(=O)(c1ccccc1)N1OC1c1ccccc1. Yields the product CS(=O)c1nc(N)nc(Cl)c1C#N. RXN SMILES: [Cl:31][CH2:32][Cl:33].[NH2:1][c:2]1[n:3][c:4]([S:11][CH3:12])[c:5]([C:9]#[N:10])[c:6]([Cl:8])[n:7]1.[O:34]=[CH:35][N:36]([CH3:37])[CH3:38].[c:13]1([CH:14]2[N:15]([S:16]([c:17]3[cH:18][cH:19][cH:20][cH:22][cH:23]3)(=[O:24])=[O:25])[O:21]2)[cH:26][cH:27][cH:28][cH:29][cH:30]1>>[NH2:1][c:2]1[n:3][c:4]([S:11]([CH3:12])=[O:21])[c:5]([C:9]#[N:10])[c:6]([Cl:8])[n:7]1.